Dataset: the Open Reaction Database (ORD), a public repository of structured organic reaction records. Task: describe an organic reaction: reactants, conditions, products, and yield Starting materials: [BH4-], CO, ClCCl, COC(=O)c1ccc(CS(=O)(=O)C=C2CN(C(c3ccc(Cl)cc3)c3ccc(Cl)cc3)C2)s1, [Na+], O. Yields the product COC(=O)c1ccc(CS(=O)(=O)CC2CN(C(c3ccc(Cl)cc3)c3ccc(Cl)cc3)C2)s1. As a reaction SMILES: [BH4-:1].[CH3:40][OH:41].[Cl:36][CH2:37][Cl:38].[Cl:3][c:4]1[cH:5][cH:6][c:7]([CH:10]([N:11]2[CH2:12][C:13](=[CH:15][S:16](=[O:17])(=[O:18])[CH2:19][c:20]3[cH:21][cH:22][c:23]([C:25](=[O:26])[O:27][CH3:28])[s:24]3)[CH2:14]2)[c:29]2[cH:30][cH:31][c:32]([Cl:35])[cH:33][cH:34]2)[cH:8][cH:9]1.[Na+:2].[OH2:39]>>[Cl:3][c:4]1[cH:5][cH:6][c:7]([CH:10]([N:11]2[CH2:12][CH:13]([CH2:15][S:16](=[O:17])(=[O:18])[CH2:19][c:20]3[cH:21][cH:22][c:23]([C:25](=[O:26])[O:27][CH3:28])[s:24]3)[CH2:14]2)[c:29]2[cH:30][cH:31][c:32]([Cl:35])[cH:33][cH:34]2)[cH:8][cH:9]1. Starting materials: ClC1=C(OCC(=O)O)C=CC(=C1Cl)C1=CC(CC(C1)C)=O ([2,3-Dichloro-4-(5-methyl-3-oxo-1-cyclohexen-1-yl)phenoxy]acetic acid), C([O-])(O)=O.[Na+] (sodium bicarbonate), final solution. Solvent: O (water). Yields the product ClC1=C(OCC(=O)[O-])C=CC(=C1Cl)C1=CC(CC(C1)C)=O.[Na+] (Sodium [2,3-dichloro-4-(5-methyl-3-oxo-1-cyclohexen-1-yl)phenoxy]acetate). Reaction SMILES: [Cl:1][C:2]1[C:12]([Cl:13])=[C:11]([C:14]2[CH2:19][CH:18]([CH3:20])[CH2:17][C:16](=[O:21])[CH:15]=2)[CH:10]=[CH:9][C:3]=1[O:4][CH2:5][C:6]([OH:8])=[O:7].C(=O)(O)[O-].[Na+:26]>O>[Cl:1][C:2]1[C:12]([Cl:13])=[C:11]([C:14]2[CH2:19][CH:18]([CH3:20])[CH2:17][C:16](=[O:21])[CH:15]=2)[CH:10]=[CH:9][C:3]=1[O:4][CH2:5][C:6]([O-:8])=[O:7].[Na+:26] |f:1.2,4.5|. Reported procedure: [2,3-Dichloro-4-(5-methyl-3-oxo-1-cyclohexen-1-yl)phenoxy]acetic acid (500 mg) is dissolved by stirring and warming with 0.25 N sodium bicarbonate solution (5.4 ml). The solution is diluted to 10 ml and sterilized by filtration. All the water that is used in the preparation is pyrogen-free. The concentration of the active agent in the final solution is 5%. Starting materials: C(C)C(C=O)CCCC (2-ethylhexanal), [OH-].[K+] (KOH), O=O (oxygen), C(C)C(C(=O)[O-])CCCC.[K+] (potassium 2-ethylhexanoate). The product is C(C)C(C(=O)O)CCCC (2-ethylhexanoic acid). Yield: 96.0%. As a reaction SMILES: C(C(CCCC)C=O)C.O=O.[CH2:12]([CH:14]([CH2:18][CH2:19][CH2:20][CH3:21])[C:15]([O-:17])=[O:16])[CH3:13].[K+].[OH-].[K+]>>[CH2:12]([CH:14]([CH2:18][CH2:19][CH2:20][CH3:21])[C:15]([OH:17])=[O:16])[CH3:13] |f:2.3,4.5|. Procedure: 12.82kg/h of 2-ethylhexanal and 1.79kg/h of oxygen (molar ratio 1:0.56) were caused to react in the presence of 1.9wt% of potassium 2-ethylhexanoate (prepared by the addition of KOH to the initial reaction mixture) at 40° C. and a pressure of 3 bar. 96 % of 2-ethylhexanoic acid having a color value of 4 were isolated by distillation (determined as specified in ISO 6271 ). The bottoms were recycled to the oxidation stage. The reactants are C(C)OC(C(CC(C)C)C=1C=C(C=C(C1)OS(=O)(=O)C(F)(F)F)C1=CC=C(C=C1)C(F)(F)F)=O (4-Methyl-2-(5-trifluoromethanesulfonyloxy-4′-trifluoromethyl-biphenyl-3-yl)-pentanoic acid ethyl ester), C(C)(C)C1=CC=C(C=C1)B(O)O (4-isopropyl-phenylboronic acid). Yields the product C(C)(C)C1=CC=C(C=C1)C1=CC(=CC(=C1)C(C(=O)O)CC(C)C)C1=CC=C(C=C1)C(F)(F)F (2-(4-Isopropyl-4″-trifluoromethyl-[1,1′;3′,1″]terphenyl-5′-yl)-4-methyl-pentanoic acid). As a reaction SMILES: C([O:3][C:4](=[O:34])[CH:5]([C:10]1[CH:11]=[C:12]([C:24]2[CH:29]=[CH:28][C:27]([C:30]([F:33])([F:32])[F:31])=[CH:26][CH:25]=2)[CH:13]=[C:14](OS(C(F)(F)F)(=O)=O)[CH:15]=1)[CH2:6][CH:7]([CH3:9])[CH3:8])C.[CH:35]([C:38]1[CH:43]=[CH:42][C:41](B(O)O)=[CH:40][CH:39]=1)([CH3:37])[CH3:36]>>[CH:35]([C:38]1[CH:43]=[CH:42][C:41]([C:14]2[CH:15]=[C:10]([CH:5]([CH2:6][CH:7]([CH3:9])[CH3:8])[C:4]([OH:3])=[O:34])[CH:11]=[C:12]([C:24]3[CH:29]=[CH:28][C:27]([C:30]([F:33])([F:32])[F:31])=[CH:26][CH:25]=3)[CH:13]=2)=[CH:40][CH:39]=1)([CH3:37])[CH3:36]. Procedure details: The title compound was prepared from a Suzuki coupling of 4-Methyl-2-(5-trifluoromethanesulfonyloxy-4′-trifluoromethyl-biphenyl-3-yl)-pentanoic acid ethyl ester (intermediate Example 1g) with 4-isopropyl-phenylboronic acid under the conditions described in Example 1; 1H NMR (400 MHz, MeOD) δ ppm 0.88 (dd, J=6.60, 3.42 Hz, 6H), 1.20 (d, J=6.85 Hz, 6H), 1.44-1.49 (m, 1H), 1.64-1.67 (m, 1H), 1.91-1.96 (m, 1H), 2.83-2.88 (m, 1H), 3.73 (t, J=7.70 Hz, 1H), 7.25 (d, J=8.07 Hz, 2H), 7.51 (dd, J=8.44, 1....